This data is from the Open Reaction Database (ORD), a public repository of structured organic reaction records. The task is: describe an organic reaction: reactants, conditions, products, and yield Reported procedure: A solution of the compound obtained in step A (3 g, 8.7 mmoles) in chloroform (50 ml), was added with thionyl chloride (1.2 ml, 17.4 mmoles) and 3 drops of pyridine. The reaction mixture was refluxed for 5 hours, then evaporated to dryness. The residue was redissolved in chloroform and re-evaporated to dryness three times. The resulting 4-[2-(adamant-1-yl)ethoxycarbamoyl]benzoyl chloride was dissolved in THF (50 ml) and the solution was added slowly to a solution of hydroxylamine hydrochloride (... Solvent: C1CCOC1 (THF), C1CCOC1 (THF), C(Cl)(Cl)Cl (chloroform). Yields the product C12(CC3CC(CC(C1)C3)C2)CCONC(=O)C2=CC=C(C(=O)NO)C=C2 (4-[2-(Adamant-1-yl)-ethoxycarbamoyl]benzohydroxamic acid). Reactants: Cl.NO (hydroxylamine hydrochloride), C([O-])(O)=O.[Na+] (sodium bicarbonate), [OH-].[Na+] (sodium hydroxide), C12(CC3CC(CC(C1)C3)C2)CCONC(=O)C2=CC=C(C(=O)O)C=C2 (4-[2-(adamant-1-yl)ethoxycarbamoyl]benzoic acid), S(=O)(Cl)Cl (thionyl chloride), Cl (HCl). Reaction conditions: time 8 hour. RXN SMILES: [C:1]12([CH2:11][CH2:12][O:13][NH:14][C:15]([C:17]3[CH:25]=[CH:24][C:20](C(O)=O)=[CH:19][CH:18]=3)=[O:16])[CH2:10][CH:5]3[CH2:6][CH:7]([CH2:9][CH:3]([CH2:4]3)[CH2:2]1)[CH2:8]2.S(Cl)(Cl)=O.Cl.[NH2:31][OH:32].[C:33](=[O:36])(O)[O-].[Na+].[OH-].[Na+].Cl>C(Cl)(Cl)Cl.N1C=CC=CC=1.C1COCC1>[C:1]12([CH2:11][CH2:12][O:13][NH:14][C:15]([C:17]3[CH:25]=[CH:24][C:20]([C:33]([NH:31][OH:32])=[O:36])=[CH:19][CH:18]=3)=[O:16])[CH2:10][CH:5]3[CH2:4][CH:3]([CH2:9][CH:7]([CH2:6]3)[CH2:8]1)[CH2:2]2 |f:2.3,4.5,6.7|. The yield is 48.1%. Reagents/catalysts: N1=CC=CC=C1 (pyridine). RXN SMILES: [Cl:1][C:2]1[CH:7]=[CH:6][C:5]([CH2:8][NH:9][C:10]([CH:12]2[CH2:14][CH2:13]2)=[O:11])=[CH:4][C:3]=1[NH:15][NH:16]C(OC(C)(C)C)=O.[Cl:24][C:25]1[CH:35]=[CH:34][C:28]([C:29]([N:31]=[C:32]=[O:33])=O)=[C:27]([F:36])[CH:26]=1.C(O)(C(F)(F)F)=O>C(Cl)Cl>[Cl:1][C:2]1[CH:7]=[CH:6][C:5]([CH2:8][NH:9][C:10]([CH:12]2[CH2:14][CH2:13]2)=[O:11])=[CH:4][C:3]=1[N:15]1[C:32](=[O:33])[NH:31][C:29]([C:28]2[CH:34]=[CH:35][C:25]([Cl:24])=[CH:26][C:27]=2[F:36])=[N:16]1. Procedure: The title compound was prepared by following the procedure as described for Example-83 by using tert-butyl 2-(2-chloro-5-(cyclopropanecarboxamidomethyl)phenyl)hydrazinecarboxylate (step-7 of Intermediate-48, 0.060 g, 0.17 mmol), 4-chloro-2-fluorobenzoyl isocyanate (Intermediate-58, 0.035 g, 0.71 mmol), DCM (10 mL) and TFA (3 mL) to afford 0.040 g of desired product. 1H NMR (400 MHz, DMSO d6): δ 0.67-0.69 (m, 4H), 1.59-1.60 (m, 1H), 4.31 (d, J=5.9 Hz, 2H), 7.36 (dd, J=6.24 Hz, 1H), 7.45 (dd, J=8.... Run in C(Cl)Cl (DCM). Reactants: ClC1=C(C=C(C=C1)CNC(=O)C1CC1)NNC(=O)OC(C)(C)C (tert-butyl 2-(2-chloro-5-(cyclopropanecarboxamidomethyl)phenyl)hydrazinecarboxylate), ClC1=CC(=C(C(=O)N=C=O)C=C1)F (4-chloro-2-fluorobenzoyl isocyanate), C(=O)(C(F)(F)F)O (TFA). Isolated yield 55.9%. The product is ClC1=C(C=C(CNC(=O)C2CC2)C=C1)N1N=C(NC1=O)C1=C(C=C(C=C1)Cl)F (N-(4-Chloro-3-(3-(4-chloro-2-fluorophenyl)-5-oxo-4,5-dihydro-1H-1,2,4-triazol-1-yl)benzyl)cyclopropanecarboxamide). The reactants are COC1=CC=C(OC2=C(C=C(C=C2)C)[N+](=O)[O-])C=C1 (1-(4-Methoxy-phenoxy)-4-methyl-2-nitro-benzene), COC1=CC=C(OC2=C(C=C(C=C2)C)[N+](=O)[O-])C=C1 (1-(4-Methoxy-phenoxy)-4-methyl-2-nitro-benzene), [N+](=O)([O-])C1=CC(=CC=C1)COC1=CC(=CC=C1)Br (1-Nitro-3-(3-bromo-phenoxymethyl)-benzene). Product: COC1=CC=C(OC2=C(C=C(C=C2)C)N)C=C1 (2-(4-Methoxy-phenoxy)-5-methyl-phenylamine). RXN SMILES: [CH3:1][O:2][C:3]1[CH:19]=[CH:18][C:6]([O:7][C:8]2[CH:13]=[CH:12][C:11]([CH3:14])=[CH:10][C:9]=2[N+:15]([O-])=O)=[CH:5][CH:4]=1.[N+](C1C=CC=C(COC2C=CC=C(Br)C=2)C=1)([O-])=O>>[CH3:1][O:2][C:3]1[CH:19]=[CH:18][C:6]([O:7][C:8]2[CH:13]=[CH:12][C:11]([CH3:14])=[CH:10][C:9]=2[NH2:15])=[CH:5][CH:4]=1. Procedure details: The product from Example 116A was reduced according to the procedure of Example 104B substituting the product from Example 116A for the product from Example 104A to provide the title compound. The reactants are BrC1(NC(=CC=C1)Br)C1=NC=CC=C1 (2,6-dibromobipyridine), N1=C(C=CC=C1)C1=CC=C(N=N1)[Sn](CCCC)(CCCC)CCCC (6-(pyridin-2-yl)-3-(tributylstannyl)-pyridazine). Reagents/catalysts: [Pd].C1(=CC=CC=C1)P(C1=CC=CC=C1)C1=CC=CC=C1.C1(=CC=CC=C1)P(C1=CC=CC=C1)C1=CC=CC=C1.C1(=CC=CC=C1)P(C1=CC=CC=C1)C1=CC=CC=C1.C1(=CC=CC=C1)P(C1=CC=CC=C1)C1=CC=CC=C1 (tetrakis(triphenylphosphine)-palladium(0)). Run in C1(=CC=CC=C1)C (toluene). Product: BrC1=CC=CC(=N1)C=1N=NC(=CC1)C1=NC=CC=C1 (3-(6-bromopyridin-2-yl)-6-(pyridin-2-yl)-pyridazine). RXN SMILES: [Br:1][C:2]1(C2C=CC=CN=2)[CH:7]=[CH:6][CH:5]=[C:4](Br)[NH:3]1.[N:15]1[CH:20]=[CH:19][CH:18]=[CH:17][C:16]=1[C:21]1[N:26]=[N:25][C:24]([Sn](CCCC)(CCCC)CCCC)=[CH:23][CH:22]=1>[Pd].C1(P(C2C=CC=CC=2)C2C=CC=CC=2)C=CC=CC=1.C1(P(C2C=CC=CC=2)C2C=CC=CC=2)C=CC=CC=1.C1(P(C2C=CC=CC=2)C2C=CC=CC=2)C=CC=CC=1.C1(P(C2C=CC=CC=2)C2C=CC=CC=2)C=CC=CC=1.C1(C)C=CC=CC=1>[Br:1][C:2]1[N:3]=[C:4]([C:24]2[N:25]=[N:26][C:21]([C:16]3[CH:17]=[CH:18][CH:19]=[CH:20][N:15]=3)=[CH:22][CH:23]=2)[CH:5]=[CH:6][CH:7]=1 |f:2.3.4.5.6|. Procedure details: The 3-(6-bromopyridin-2-yl)-6-(pyridin-2-yl)pyridazine was prepared according to the general Stille coupling method, starting from a mixture of 1.6 g (6.74 mmol) of 2,6-dibromobipyridine 42, 3 g (6.74 mmol) of 6-(pyridin-2-yl)-3-(tributylstannyl)pyridazine 39, 546 mg (0.47 mmol) of tetrakis(triphenylphosphine)-palladium(0) and 50 ml of freshly distilled toluene. The mixture is refluxed for 24 h. The residue obtained is chromatographed on a silica gel (eluent: ethyl acetate/petroleum ether=1/9). ... Product: N1(CCOCC1)C1=NC(=CC=2N1C=C(N2)C2=CC=CC=C2)NC(=O)C=2N(N=CC2C(=O)N2CCC2)C (4-(Azetidine-1-carbonyl)-2-methyl-2H-pyrazole-3-carboxylic acid (5-morpholin-4-yl-2-phenyl-imidazo[1,2-c]pyrimidin-7-yl)-amide). Procedure: The title compound was prepared in analogy to Example 13, Step 2, using azetidine and 1-methyl-5-(5-morpholin-4-yl-2-phenyl-imidazo[1,2-c]pyrimidin-7-ylcarbamoyl)-1H-pyrazole-4-carboxylic acid (Example 73, Step 1). MS (m/e)=487.2 [M+H+]. Reactants: N1CCC1 (azetidine), CN1N=CC(=C1C(NC1=CC=2N(C(=N1)N1CCOCC1)C=C(N2)C2=CC=CC=C2)=O)C(=O)O (1-Methyl-5-(5-morpholin-4-yl-2-phenyl-imidazo[1,2-c]pyrimidin-7-ylcarbamoyl)-1H-pyrazole-4-carboxylic acid). Reaction SMILES: [NH:1]1[CH2:4][CH2:3][CH2:2]1.[CH3:5][N:6]1[C:10]([C:11](=[O:34])[NH:12][C:13]2[N:18]=[C:17]([N:19]3[CH2:24][CH2:23][O:22][CH2:21][CH2:20]3)[N:16]3[CH:25]=[C:26]([C:28]4[CH:33]=[CH:32][CH:31]=[CH:30][CH:29]=4)[N:27]=[C:15]3[CH:14]=2)=[C:9]([C:35](O)=[O:36])[CH:8]=[N:7]1>>[N:19]1([C:17]2[N:16]3[CH:25]=[C:26]([C:28]4[CH:29]=[CH:30][CH:31]=[CH:32][CH:33]=4)[N:27]=[C:15]3[CH:14]=[C:13]([NH:12][C:11]([C:10]3[N:6]([CH3:5])[N:7]=[CH:8][C:9]=3[C:35]([N:1]3[CH2:4][CH2:3][CH2:2]3)=[O:36])=[O:34])[N:18]=2)[CH2:20][CH2:21][O:22][CH2:23][CH2:24]1. Starting materials: Cc1cc(N)no1, O=C(Cl)OCC(Cl)(Cl)Cl, C1CCOC1, O, c1ccncc1. The product is Cc1cc(NC(=O)OCC(Cl)(Cl)Cl)no1. As a reaction SMILES: [CH3:1][c:2]1[cH:3][c:4]([NH2:7])[n:5][o:6]1.[Cl:14][C:15](=[O:16])[O:17][CH2:18][C:19]([Cl:20])([Cl:21])[Cl:22].[O:24]1[CH2:25][CH2:26][CH2:27][CH2:28]1.[OH2:23].[cH:8]1[cH:9][cH:10][n:11][cH:12][cH:13]1>>[CH3:1][c:2]1[cH:3][c:4]([NH:7][C:15](=[O:16])[O:17][CH2:18][C:19]([Cl:20])([Cl:21])[Cl:22])[n:5][o:6]1. Reactants: OC[C@H](CC1=CC=CC=C1)NC1=C(C(NC=C1)=O)C1=NC2=C(N1)C=C(C=C2C)N2CCNCC2 ((S)-4-(1-hydroxymethyl-2-phenyl-ethylamino)-3-(4-methyl-6-piperazin-1-yl-1H-benzimidazol-2-yl)-1H-pyridin-2-one), CC(=O)C (acetone), C1CCOC1 (THF), [BH3-]C#N.[Na+] (NaCNBH3). Solvent: CO (methanol). Reaction conditions: time 1 hour. Yields the product OC[C@H](CC1=CC=CC=C1)NC1=C(C(NC=C1)=O)C1=NC2=C(N1)C=C(C=C2C)N2CCN(CC2)C(C)C ((S)-4-(1-Hydroxymethyl-2-phenyl-ethylamino)-3-[6-(4-isopropyl-piperazin-1-yl)-4-methyl-1H-benzimidazol-2-yl]-1H-pyridin-2-one). Yield: 44.0%. Reaction SMILES: [OH:1][CH2:2][C@@H:3]([NH:11][C:12]1[CH:17]=[CH:16][NH:15][C:14](=[O:18])[C:13]=1[C:19]1[NH:23][C:22]2[CH:24]=[C:25]([N:29]3[CH2:34][CH2:33][NH:32][CH2:31][CH2:30]3)[CH:26]=[C:27]([CH3:28])[C:21]=2[N:20]=1)[CH2:4][C:5]1[CH:10]=[CH:9][CH:8]=[CH:7][CH:6]=1.[CH3:35][C:36]([CH3:38])=O.C1COCC1.[BH3-]C#N.[Na+]>CO>[OH:1][CH2:2][C@@H:3]([NH:11][C:12]1[CH:17]=[CH:16][NH:15][C:14](=[O:18])[C:13]=1[C:19]1[NH:23][C:22]2[CH:24]=[C:25]([N:29]3[CH2:30][CH2:31][N:32]([CH:36]([CH3:38])[CH3:35])[CH2:33][CH2:34]3)[CH:26]=[C:27]([CH3:28])[C:21]=2[N:20]=1)[CH2:4][C:5]1[CH:6]=[CH:7][CH:8]=[CH:9][CH:10]=1 |f:3.4|. Procedure details: To a solution of (S)-4-(1-hydroxymethyl-2-phenyl-ethylamino)-3-(4-methyl-6-piperazin-1-yl-1H-benzimidazol-2-yl)-1H-pyridin-2-one (25 mg, 0.054 mmol) in methanol (0.5 mL) was added acetone (0.25 mL) and 1 M THF solution of NaCNBH3 (0.2 mL). The reaction mixture was stirred at room temperature for 1 h and concentrated in vacuo. The residue was purified by prep. HPLC to yield the title compound (12 mg, 44%). 1H NMR (400 MHz, CD3OD) δ7.10–7.24 (6H, m), 7.08 (1H, s), 7.06 (1H, s), 6.06 (1H, d, J=7.9 ...